Dataset: the Open Reaction Database (ORD), a public repository of structured organic reaction records. Task: describe an organic reaction: reactants, conditions, products, and yield The reactants are [Cl-].[Al+3].[Cl-].[Cl-] (Aluminum chloride), C(C)OC(=O)N1CC2CC3=C(C2C1)SC(=C3CO)Cl (5-Chloro-6-hydroxymethyl-3,3a,7,7a-tetrahydro-1H-4-thia-2-aza-cyclopenta[α]pentalene-2-carboxylic acid ethyl ester), [OH-].[Na+] (NaOH), C(C)(C)(C)NB (tert-butylaminoborane). The solvent is C(Cl)Cl (CH2Cl2), C(Cl)Cl (CH2Cl2). Conditions: temperature 0 celsius, time 30 minute. Yields the product C(C)OC(=O)N1CC2CC3=C(C2C1)SC(=C3C)Cl (5-Chloro-6-methyl-3,3a,7,7a-tetrahydro-1H-4-thia-2-aza-cyclopenta[α]pentalene-2-carboxylic acid ethyl ester). As a reaction SMILES: [Cl-].[Al+3].[Cl-].[Cl-].C(NB)(C)(C)C.[CH2:11]([O:13][C:14]([N:16]1[CH2:23][CH:22]2[CH:18]([CH2:19][C:20]3[C:26]([CH2:27]O)=[C:25]([Cl:29])[S:24][C:21]=32)[CH2:17]1)=[O:15])[CH3:12].[OH-].[Na+]>C(Cl)Cl>[CH2:11]([O:13][C:14]([N:16]1[CH2:23][CH:22]2[CH:18]([CH2:19][C:20]3[C:26]([CH3:27])=[C:25]([Cl:29])[S:24][C:21]=32)[CH2:17]1)=[O:15])[CH3:12] |f:0.1.2.3,6.7|. Reported procedure: Aluminum chloride (131.7 mg, 0.990 mmol) was added to a round bottom flask, cooled to 0° C. and diluted with anhydrous CH2Cl2 (3.3 ml). Next, tert-butylaminoborane (172 mg, 1.98 mmol) was added and the contents were stirred for 30 minutes. A solution of 5-Chloro-6-hydroxymethyl-3,3a,7,7a-tetrahydro-1H-4-thia-2-aza-cyclopenta[α]pentalene-2-carboxylic acid ethyl ester (99.7 mg, 0.33 mmol) in CH2Cl2 (330 μl) was added to the AlC13/t-butylaminoborane complex. The reaction mixture slowly warmed to ro...